This data is from the Open Reaction Database (ORD), a public repository of structured organic reaction records. The task is: describe an organic reaction: reactants, conditions, products, and yield Starting materials: FC=1C=C2C(=NNC2=CC1)I (5-fluoro-3-iodo-indazole), ClCCCCCO[Si](C)(C)C(C)(C)C ((5-chloropentoxy)tert-butyldimethylsilane), 31A. Product: O([Si](C)(C)C(C)(C)C)CCCCCN1N=C(C2=CC(=CC=C12)F)I (1-(5-tert-butyldimethylsiloxypentyl)-5-fluoro-3-iodo-1H-indazole). The yield is 79.0%. Reaction SMILES: [F:1][C:2]1[CH:3]=[C:4]2[C:8](=[CH:9][CH:10]=1)[NH:7][N:6]=[C:5]2[I:11].Cl[CH2:13][CH2:14][CH2:15][CH2:16][CH2:17][O:18][Si:19]([C:22]([CH3:25])([CH3:24])[CH3:23])([CH3:21])[CH3:20]>>[O:18]([CH2:17][CH2:16][CH2:15][CH2:14][CH2:13][N:7]1[C:8]2[C:4](=[CH:3][C:2]([F:1])=[CH:10][CH:9]=2)[C:5]([I:11])=[N:6]1)[Si:19]([C:22]([CH3:23])([CH3:24])[CH3:25])([CH3:20])[CH3:21]. Procedure details: The title compound was prepared from 5-fluoro-3-iodo-indazole and (5-chloropentoxy)tert-butyldimethylsilane in 79% yield according to the general procedure for Preparation 31A. The minor isomer was not isolated or characterized. 1H NMR (400 MHz, CDCl3): δ 0.06 (6H, s), 0.90 (9H, s), 1.34-1.37 (2H, m), 1.50-1.55 (2H, m), 1.90-1.94 (2H, m), 3.55 (2H, t, J=6.4 Hz), 4.37 (2H, t, J=7.2 Hz), 7.10 (1H, dd, J=2.0, 8.0 Hz), 7.19 (1H, td, J=2.4, 8.8 Hz), 7.432 (1H, dd, J=4.0, 9.2 Hz). Starting materials: CC(=O)O, [Fe], N#Cc1ccc([N+](=O)[O-])c2nccnc12. Product: N#Cc1ccc(N)c2nccnc12. As a reaction SMILES: [CH3:16][C:17](=[O:18])[OH:19].[Fe:20].[N+:1]([O-:2])(=[O:3])[c:4]1[cH:5][cH:6][c:7]([C:14]#[N:15])[c:8]2[n:9][cH:10][cH:11][n:12][c:13]12>>[NH2:1][c:4]1[cH:5][cH:6][c:7]([C:14]#[N:15])[c:8]2[n:9][cH:10][cH:11][n:12][c:13]12. Starting materials: CN(/C=C/C(=O)C1=NN(C=CC1=O)C=1C=C(C=CC1)S(=O)(=O)N(C)C)C (3-[3-((E)-3-Dimethylamino-acryloyl)-4-oxo-4H-pyridazin-1-yl]-N,N-dimethyl-benzenesulfonamide), N(N)C=1C=C(C=CC1)NC(C)=O (N-(3-hydrazino-phenyl)-acetamide). Yields the product CN(S(=O)(=O)C=1C=C(C=CC1)N1N=C(C(C=C1)=O)C1=CC=NN1C=1C=C(C=CC1)NC(C)=O)C (N-(3-{5-[1-(3-Dimethylsulfamoyl-phenyl)-4-oxo-1,4-dihydro-pyridazin-3-yl]-pyrazol-1-yl}-phenyl)-acetamide). As a reaction SMILES: CN(C)/[CH:3]=[CH:4]/[C:5]([C:7]1[C:12](=[O:13])[CH:11]=[CH:10][N:9]([C:14]2[CH:15]=[C:16]([S:20]([N:23]([CH3:25])[CH3:24])(=[O:22])=[O:21])[CH:17]=[CH:18][CH:19]=2)[N:8]=1)=O.[NH:27]([C:29]1[CH:30]=[C:31]([NH:35][C:36](=[O:38])[CH3:37])[CH:32]=[CH:33][CH:34]=1)[NH2:28]>>[CH3:25][N:23]([CH3:24])[S:20]([C:16]1[CH:15]=[C:14]([N:9]2[CH:10]=[CH:11][C:12](=[O:13])[C:7]([C:5]3[N:27]([C:29]4[CH:30]=[C:31]([NH:35][C:36](=[O:38])[CH3:37])[CH:32]=[CH:33][CH:34]=4)[N:28]=[CH:3][CH:4]=3)=[N:8]2)[CH:19]=[CH:18][CH:17]=1)(=[O:21])=[O:22]. Procedure: The product was obtained starting from 3-[3-((E)-3-Dimethylamino-acryloyl)-4-oxo-4H-pyridazin-1-yl]-N,N-dimethyl-benzenesulfonamide (A-12) and N-(3-hydrazino-phenyl)-acetamide according to the method described for example 91. MS: M=479.1 (M+H)+